From a dataset of the Open Reaction Database (ORD), a public repository of structured organic reaction records. describe an organic reaction: reactants, conditions, products, and yield The reactants are [OH-].[Na+] (sodium hydroxide), C(C)OC1=C(C=CC=C1)O (o-ethoxyphenol), cupric chloride, C(C=C)Cl (allyl chloride), Cl (hydrochloric acid). Solvent: O (water). Conditions: time 3 hour. The product is C(C)OC1=C(C=CC(=C1)CC=C)O (o-ethoxy-p-allylphenol), C(C)OC1=C(C=CC=C1)O (o-ethoxyphenol). As a reaction SMILES: [OH-].[Na+].[CH2:3]([O:5][C:6]1[CH:11]=[CH:10][CH:9]=[CH:8][C:7]=1[OH:12])[CH3:4].[CH2:13](Cl)[CH:14]=[CH2:15].Cl>O>[CH2:3]([O:5][C:6]1[CH:11]=[C:10]([CH2:15][CH:14]=[CH2:13])[CH:9]=[CH:8][C:7]=1[OH:12])[CH3:4].[CH2:3]([O:5][C:6]1[CH:11]=[CH:10][CH:9]=[CH:8][C:7]=1[OH:12])[CH3:4] |f:0.1|. Procedure: To 34 ml of water were added in order 3.36 g of sodium hydroxide, 11.60 g of o-ethoxyphenol, 0.716 g of cupric chloride (CuCl2.2H2O; catalyst) and 7.07 g of allyl chloride. The reaction took place at 83° C and with stirring, for 3 hours. The reaction solution was then neutralized with hydrochloric acid and extracted with five portions of 30 ml of ether. The resulting ethereal extract was distilled to give 4.51 g of the desired o-ethoxy-p-allylphenol and 0.78 g of the unreacted o-ethoxyphenol. Th... Reactants: COC(=O)CN, CN1CCCC1=O, CCOC(=O)C1=C(O)c2cc(Cl)ccc2C(C)(C)C1=O, Cl, O. Product: COC(=O)CNC(=O)C1=C(O)c2cc(Cl)ccc2C(C)(C)C1=O. Reaction SMILES: [CH3:22][O:23][C:24]([CH2:25][NH2:26])=[O:27].[CH3:28][N:29]1[CH2:30][CH2:31][CH2:32][C:33]1=[O:34].[Cl:1][c:2]1[cH:3][c:4]2[c:9]([cH:10][cH:11]1)[C:8]([CH3:12])([CH3:13])[C:7](=[O:14])[C:6]([C:15](=[O:16])[O:17][CH2:18][CH3:19])=[C:5]2[OH:20].[ClH:21].[OH2:35]>>[Cl:1][c:2]1[cH:3][c:4]2[c:9]([cH:10][cH:11]1)[C:8]([CH3:12])([CH3:13])[C:7](=[O:14])[C:6]([C:15](=[O:16])[NH:26][CH2:25][C:24]([O:23][CH3:22])=[O:27])=[C:5]2[OH:20]. The reactants are C=CCS, C[O-], CO, CC(C)=O, CC(C)O, Clc1ccc(CC(Cl)n2ccnc2)c(Cl)c1, Cl, Cl, [Na+], O. The product is C=CCSC(Cc1ccc(Cl)cc1Cl)n1ccnc1. RXN SMILES: [CH2:4]([CH:5]=[CH2:6])[SH:7].[CH3:1][O-:2].[CH3:26][OH:27].[CH3:28][C:29](=[O:30])[CH3:31].[CH:32]([OH:33])([CH3:34])[CH3:35].[Cl:9][CH:10]([CH2:11][c:12]1[c:13]([Cl:19])[cH:14][c:15]([Cl:18])[cH:16][cH:17]1)[n:20]1[cH:21][n:22][cH:23][cH:24]1.[ClH:25].[ClH:8].[Na+:3].[OH2:36]>>[CH2:4]([CH:5]=[CH2:6])[S:7][CH:10]([CH2:11][c:12]1[c:13]([Cl:19])[cH:14][c:15]([Cl:18])[cH:16][cH:17]1)[n:20]1[cH:21][n:22][cH:23][cH:24]1. Starting materials: COc1cc(OCC(N)=O)cc(C(=O)NC2CCNCC2)c1, [BH3-]C#N, CCOc1cc(C=O)cc(OCC)c1F, CCN(C(C)C)C(C)C, CCO, CC(=O)O, Cl, [Na+]. Product: CCOc1cc(CN2CCC(NC(=O)c3cc(OC)cc(OCC(N)=O)c3)CC2)cc(OCC)c1F. As a reaction SMILES: [C:2]([NH2:3])(=[O:4])[CH2:5][O:6][c:7]1[cH:8][c:9]([C:10](=[O:11])[NH:12][CH:13]2[CH2:14][CH2:15][NH:16][CH2:17][CH2:18]2)[cH:19][c:20]([O:22][CH3:23])[cH:21]1.[C:39]([BH3-:40])#[N:41].[CH2:24]([CH3:25])[O:26][c:27]1[cH:28][c:29]([CH:30]=[O:31])[cH:32][c:33]([O:36][CH2:37][CH3:38])[c:34]1[F:35].[CH2:43]([N:44]([CH:45]([CH3:46])[CH3:47])[CH:48]([CH3:49])[CH3:50])[CH3:51].[CH3:52][CH2:53][OH:54].[CH3:55][C:56](=[O:57])[OH:58].[ClH:1].[Na+:42]>>[C:2]([NH2:3])(=[O:4])[CH2:5][O:6][c:7]1[cH:8][c:9]([C:10](=[O:11])[NH:12][CH:13]2[CH2:14][CH2:15][N:16]([CH2:30][c:29]3[cH:28][c:27]([O:26][CH2:24][CH3:25])[c:34]([F:35])[c:33]([O:36][CH2:37][CH3:38])[cH:32]3)[CH2:17][CH2:18]2)[cH:19][c:20]([O:22][CH3:23])[cH:21]1. Starting materials: BrC1=CC2=C(N=C(S2)N)C=C1 (6-bromobenzo[d]thiazol-2-amine), COC1=CC=C(/C=C/B(O)O)C=C1 ((E)-4-methoxystyrylboronic acid), solid. The product is COC1=CC=C(/C=C/C2=CC3=C(N=C(S3)N)C=C2)C=C1 ((E)-6-(4-methoxystyryl)benzo[d]thiazol-2-amine). Reaction SMILES: Br[C:2]1[CH:11]=[CH:10][C:5]2[N:6]=[C:7]([NH2:9])[S:8][C:4]=2[CH:3]=1.[CH3:12][O:13][C:14]1[CH:24]=[CH:23][C:17](/[CH:18]=[CH:19]/B(O)O)=[CH:16][CH:15]=1>>[CH3:12][O:13][C:14]1[CH:24]=[CH:23][C:17](/[CH:18]=[CH:19]/[C:2]2[CH:11]=[CH:10][C:5]3[N:6]=[C:7]([NH2:9])[S:8][C:4]=3[CH:3]=2)=[CH:16][CH:15]=1. Reported procedure: Compound (E)-6-(4-methoxystyryl)benzo[d]thiazol-2-amine (W201) was prepared using the general procedure for Suzuki coupling reaction between 6-bromobenzo[d]thiazol-2-amine (69 mg, 0.3 mmol) and (E)-4-methoxystyrylboronic acid (53 mg, 0.3 mmol), as a white solid (80 mg, 94%). 1H NMR (400 MHz, DMSO-d6) δ 7.80 (d, J=1.6 Hz, 1 H), 7.46 (s, 2 H), 7.45 (d, J=8.8 Hz, 2 H), 7.36 (dd, J=8.4, 1.6 Hz, 1 H), 7.24 (d, J=8.0 Hz, 1 H), 7.03 (d, J=2.0 Hz, 2 H), 6.89 (d, J=9.2 Hz, 1 H), 3.71 (s, 3 H); MS (ESI) m...